The task is: describe an organic reaction: reactants, conditions, products, and yield. This data is from the Open Reaction Database (ORD), a public repository of structured organic reaction records. Reactants: Cl (hydrochloric acid), P(=O)([O-])([O-])[O-].[K+].[K+].[K+] (potassium phosphate), COC1=CC=C(C=C1)B(O)O (p-methoxyphenylboronic acid), CCC1(C(=O)NC(=O)NC1=O)C2=CC=CC=C2 (nunol), BrCCCCCCCC (1-bromooctane), P(=O)([O-])([O-])[O-].[K+].[K+].[K+] (potassium phosphate), CN1C(=NC=C1)CC=1N(C=CN1)C (bis(N-methylimidazole-2-yl)methane). Reagents/catalysts: C1/C=C\CC/C=C\C1.C1/C=C\CC/C=C\C1.[Ni] (bis(1,5-cyclooctadiene)nickel). Run in CN(C(C)=O)C (N,N-dimethylacetamide). Reaction conditions: temperature 80 celsius, time 2 hour. The product is C(CCCCCCC)C1=CC=C(C=C1)OC (4-octylanisole). Yield: 87.0%. Reaction SMILES: [CH3:1][O:2][C:3]1[CH:8]=[CH:7][C:6](B(O)O)=[CH:5][CH:4]=1.[CH3:12][CH2:13][C:14]1([C:23]2C=[CH:27][CH:26]=[CH:25][CH:24]=2)C(=O)NC(=O)NC1=O.BrCCCCCCCC.P([O-])([O-])([O-])=O.[K+].[K+].[K+].CN1C=CN=C1CC1N(C)C=CN=1.Cl>C1CC=CCCC=C1.C1CC=CCCC=C1.[Ni].CN(C)C(=O)C>[CH2:12]([C:6]1[CH:7]=[CH:8][C:3]([O:2][CH3:1])=[CH:4][CH:5]=1)[CH2:13][CH2:14][CH2:23][CH2:24][CH2:25][CH2:26][CH3:27] |f:3.4.5.6,9.10.11|. Procedure details: In an argon atmosphere, 0.4 mmol (61 mg) of p-methoxyphenylboronic acid, 0.3 nunol (57 mg) of 1-bromooctane, 0.45 mmol (95 mg) of potassium phosphate, 0.015 mmol (2.6 mg) of bis(N-methylimidazole-2-yl)methane, and 0.015 mmol (4.1 mg) of bis(1,5-cyclooctadiene)nickel were mixed with 1 ml of N,N-dimethylacetamide. The resulting mixture was heated to 80° C. and then held at the same temperature for 2 hours under stirring. After the reaction was completed, the reaction mixture was allowed to stand a... Starting materials: COC(CCCC\C=C(\CNCCN1CCOCC1)/COC1=CC=CC2=CC=CC=C12)=O ((Z)-methyl-8-(2-morpholinoethylamino)-7-((naphthalen-1-yloxy)-methyl)oct-6-enoate), O.[OH-].[Li+] (lithium hydroxide monohydrate). Run in O1CCCC1 (tetrahydrofuran), O (water). The product is O1CCN(CC1)CCNC/C(=C/CCCCC(=O)O)/COC1=CC=CC2=CC=CC=C12 ((Z)-8-(2-Morpholinoethylamino)-7-((naphthalen-1-yloxy)methyl)oct-6-enoic acid). The yield is 99.7%. As a reaction SMILES: C[O:2][C:3](=[O:32])[CH2:4][CH2:5][CH2:6][CH2:7]/[CH:8]=[C:9](\[CH2:20][O:21][C:22]1[C:31]2[C:26](=[CH:27][CH:28]=[CH:29][CH:30]=2)[CH:25]=[CH:24][CH:23]=1)/[CH2:10][NH:11][CH2:12][CH2:13][N:14]1[CH2:19][CH2:18][O:17][CH2:16][CH2:15]1.O.[OH-].[Li+]>O1CCCC1.O>[O:17]1[CH2:18][CH2:19][N:14]([CH2:13][CH2:12][NH:11][CH2:10]/[C:9](/[CH2:20][O:21][C:22]2[C:31]3[C:26](=[CH:27][CH:28]=[CH:29][CH:30]=3)[CH:25]=[CH:24][CH:23]=2)=[CH:8]/[CH2:7][CH2:6][CH2:5][CH2:4][C:3]([OH:32])=[O:2])[CH2:15][CH2:16]1 |f:1.2.3|. Procedure: (Z)-Methyl-8-(2-morpholinoethylamino)-7-((naphthalen-1-yloxy)-methyl)oct-6-enoate (278 mg, 0.63 mmol) obtained in Example (3-1-1) was dissolved in tetrahydrofuran (2.52 ml) in a 25 ml vessel and stirred. To the resulting mixture, a solution of lithium hydroxide monohydrate (LiOH.H2O) (79 mg, 1.89 mmol, 3 eq.) dissolved in water (0.63 ml) was added and stirred at room temperature for 12 hrs. After the completion of reaction, the aqueous layer was washed with ethyl ester and acidified (pH 4) with ... Product: N#Cc1coc2ccccc2c1=O. Starting materials: CCO, Cl, Cl, NO, O=Cc1coc2ccccc2c1=O. As a reaction SMILES: [CH2:18]([OH:19])[CH3:20].[ClH:14].[ClH:17].[NH2:15][OH:16].[O:1]=[c:2]1[c:3]([CH:12]=[O:13])[cH:4][o:5][c:6]2[c:7]1[cH:8][cH:9][cH:10][cH:11]2>>[O:1]=[c:2]1[c:3]([C:12]#[N:15])[cH:4][o:5][c:6]2[c:7]1[cH:8][cH:9][cH:10][cH:11]2. Reactants: CO, NC(=O)Cc1ccc(OCC2CO2)cc1, NCCCCn1cnc2ccccc21. Product: NC(=O)Cc1ccc(OCC(O)CNCCCCn2cnc3ccccc32)cc1. Reaction SMILES: [CH3:30][OH:31].[NH2:15][C:16]([CH2:17][c:18]1[cH:19][cH:20][c:21]([O:22][CH2:23][CH:24]2[CH2:25][O:26]2)[cH:27][cH:28]1)=[O:29].[n:1]1([CH2:10][CH2:11][CH2:12][CH2:13][NH2:14])[cH:2][n:3][c:4]2[c:5]1[cH:6][cH:7][cH:8][cH:9]2>>[n:1]1([CH2:10][CH2:11][CH2:12][CH2:13][NH:14][CH2:25][CH:24]([CH2:23][O:22][c:21]2[cH:20][cH:19][c:18]([CH2:17][C:16]([NH2:15])=[O:29])[cH:28][cH:27]2)[OH:26])[cH:2][n:3][c:4]2[c:5]1[cH:6][cH:7][cH:8][cH:9]2. Starting materials: Cc1c(CCBr)c2cccc3c2n1CCC3, Cc1ccccc1, N#C[Na], O. Yields the product Cc1c(CCCC#N)c2cccc3c2n1CCC3. As a reaction SMILES: [Br:4][CH2:5][CH2:6][c:7]1[c:8]([CH3:19])[n:9]2[c:18]3[c:13]([cH:14][cH:15][cH:16][c:17]13)[CH2:12][CH2:11][CH2:10]2.[CH3:20][c:21]1[cH:22][cH:23][cH:24][cH:25][cH:26]1.[Na:1][C:2]#[N:3].[OH2:27]>>[C:2](#[N:3])[CH2:20][CH2:5][CH2:6][c:7]1[c:8]([CH3:19])[n:9]2[c:18]3[c:13]([cH:14][cH:15][cH:16][c:17]13)[CH2:12][CH2:11][CH2:10]2. The reactants are CC(C)(C)C(=O)C(=Cc1ccc(Cl)cc1)n1cncn1, ClCCCl, Cl. Product: CC(C)(C)C(O)C(=Cc1ccc(Cl)cc1)n1cncn1. Reaction SMILES: [Cl:1][c:2]1[cH:3][cH:4][c:5]([CH:8]=[C:9]([C:10]([C:11]([CH3:12])([CH3:13])[CH3:14])=[O:15])[n:16]2[n:17][cH:18][n:19][cH:20]2)[cH:6][cH:7]1.[Cl:22][CH2:23][CH2:24][Cl:25].[ClH:21]>>[Cl:1][c:2]1[cH:3][cH:4][c:5]([CH:8]=[C:9]([CH:10]([C:11]([CH3:12])([CH3:13])[CH3:14])[OH:15])[n:16]2[n:17][cH:18][n:19][cH:20]2)[cH:6][cH:7]1.